From a dataset of the Open Reaction Database (ORD), a public repository of structured organic reaction records. describe an organic reaction: reactants, conditions, products, and yield The reactants are BrC1=C(C=O)C=C(C(=C1)C)OCC (2-bromo-5-ethoxy-4-methylbenzaldehyde), CC=1C=NNC1 (4-methyl-1H-pyrazole), C(=O)([O-])[O-].[K+].[K+] (K2CO3). The reagents and catalysts are [Cu]I (CuI). Yield: 20.0%. Run in CN(C)C=O (DMF). Reaction SMILES: Br[C:2]1[CH:9]=[C:8]([CH3:10])[C:7]([O:11][CH2:12][CH3:13])=[CH:6][C:3]=1[CH:4]=[O:5].[CH3:14][C:15]1[CH:16]=[N:17][NH:18][CH:19]=1.C([O-])([O-])=O.[K+].[K+]>CN(C=O)C.[Cu]I>[CH2:12]([O:11][C:7]1[C:8]([CH3:10])=[CH:9][C:2]([N:17]2[CH:16]=[C:15]([CH3:14])[CH:19]=[N:18]2)=[C:3]([CH:6]=1)[CH:4]=[O:5])[CH3:13] |f:2.3.4|. Reported procedure: A solution of 2-bromo-5-ethoxy-4-methylbenzaldehyde (100 mg, 0.41 mmol), 4-methyl-1H-pyrazole (40.5 mg, 0.49 mmol), K2CO3 (114 mg, 0.82 mmol), CuI (78 mg, 0.41 mmol) in DMF (2 mL) was stirred at 110° C. for 3 hours. The reaction mixture then was filtered concentrated and the residue was purified on a silica gel column eluting with 30% EtOAc in hexanes and then with 5% MeOH in DCM to provide the title intermediate (20 mg). Product: C(C)OC=1C(=CC(=C(C=O)C1)N1N=CC(=C1)C)C (5-ethoxy-4-methyl-2-(4-methyl-1H-pyrazol-1-yl)benzaldehyde). Reactants: Cl (HCl), BrC1=CC=C(C=C1)CN1N=C(C(=C(C1=O)C(=O)NCC(=O)O)O)C(C)C (N-{[2-[(4-Bromophenyl)methyl]-5-hydroxy-6-(1-methylethyl)-3-oxo-2,3-dihydro-4-pyridazinyl]carbonyl}glycine), FC1=NC(=CC(=C1)B(O)O)F (2,6-difluoropyridine-4-boronic acid), C([O-])([O-])=O.[K+].[K+] (potassium carbonate). Reagents/catalysts: C=1C=CC(=CC1)[P](C=2C=CC=CC2)(C=3C=CC=CC3)[Pd]([P](C=4C=CC=CC4)(C=5C=CC=CC5)C=6C=CC=CC6)([P](C=7C=CC=CC7)(C=8C=CC=CC8)C=9C=CC=CC9)[P](C=1C=CC=CC1)(C=1C=CC=CC1)C=1C=CC=CC1 (tetrakis(triphenylphosphine)palladium). Solvent: CO (methanol), O1CCOCC1 (1,4-Dioxane), O (Water), O (water). Product: FC1=NC(=CC(=C1)C1=CC=C(C=C1)CN1N=C(C(=C(C1=O)C(=O)NCC(=O)O)O)C(C)C)F (N-{[2-{[4-(2,6-difluoro-4-pyridinyl)phenyl]methyl}-5-hydroxy-6-(1-methylethyl)-3-oxo-2,3-dihydro-4-pyridazinyl]carbonyl}glycine). The yield is 45.2%. As a reaction SMILES: Br[C:2]1[CH:7]=[CH:6][C:5]([CH2:8][N:9]2[C:14](=[O:15])[C:13]([C:16]([NH:18][CH2:19][C:20]([OH:22])=[O:21])=[O:17])=[C:12]([OH:23])[C:11]([CH:24]([CH3:26])[CH3:25])=[N:10]2)=[CH:4][CH:3]=1.[F:27][C:28]1[CH:33]=[C:32](B(O)O)[CH:31]=[C:30]([F:37])[N:29]=1.C(=O)([O-])[O-].[K+].[K+].Cl>O1CCOCC1.O.CO.C1C=CC([P]([Pd]([P](C2C=CC=CC=2)(C2C=CC=CC=2)C2C=CC=CC=2)([P](C2C=CC=CC=2)(C2C=CC=CC=2)C2C=CC=CC=2)[P](C2C=CC=CC=2)(C2C=CC=CC=2)C2C=CC=CC=2)(C2C=CC=CC=2)C2C=CC=CC=2)=CC=1>[F:27][C:28]1[CH:33]=[C:32]([C:2]2[CH:7]=[CH:6][C:5]([CH2:8][N:9]3[C:14](=[O:15])[C:13]([C:16]([NH:18][CH2:19][C:20]([OH:22])=[O:21])=[O:17])=[C:12]([OH:23])[C:11]([CH:24]([CH3:26])[CH3:25])=[N:10]3)=[CH:4][CH:3]=2)[CH:31]=[C:30]([F:37])[N:29]=1 |f:2.3.4,^1:57,59,78,97|. Reported procedure: To a 5 mL microwave tube was added N-{[2-[(4-bromophenyl)methyl]-5-hydroxy-6-(1-methylethyl)-3-oxo-2,3-dihydro-4-pyridazinyl]carbonyl}glycine (example 61, 31 mg, 0.073 mmol), 2,6-difluoropyridine-4-boronic acid (11.61 mg, 0.073 mmol), potassium carbonate (30.3 mg, 0.219 mmol), and tetrakis(triphenylphosphine)palladium (0) (2.53 mg, 2.192 μmol) in 1,4-Dioxane (1.5 ml) and Water (0.500 ml). The mixture was irradiated at 100° C. for 20 minutes. The reaction mixture was diluted with water (4 ml), ac... The product is CC(C)c1nn(Cc2ccccc2-c2ccnc(N3CCNCC3)c2)c(=O)c(C(=O)NCC(=O)O)c1O. The reactants are CC(C)c1nn(Cc2ccccc2Br)c(=O)c(C(=O)NCC(=O)O)c1O, O=C([O-])[O-], C1COCCO1, CC1(C)OB(c2ccnc(N3CCNCC3)c2)OC1(C)C, Cl, [K+], [K+], O, c1ccc(P(c2ccccc2)(c2ccccc2)[Pd](P(c2ccccc2)(c2ccccc2)c2ccccc2)(P(c2ccccc2)(c2ccccc2)c2ccccc2)P(c2ccccc2)(c2ccccc2)c2ccccc2)cc1. As a reaction SMILES: [Br:1][c:2]1[c:3]([CH2:8][n:9]2[n:10][c:11]([CH:24]([CH3:25])[CH3:26])[c:12]([OH:23])[c:13]([C:16](=[O:17])[NH:18][CH2:19][C:20](=[O:21])[OH:22])[c:14]2=[O:15])[cH:4][cH:5][cH:6][cH:7]1.[C:48](=[O:49])([O-:50])[O-:51].[CH2:54]1[O:55][CH2:56][CH2:57][O:58][CH2:59]1.[CH3:27][C:28]1([CH3:29])[C:30]([CH3:31])([CH3:32])[O:33][B:34]([c:35]2[cH:36][c:37]([N:41]3[CH2:42][CH2:43][NH:44][CH2:45][CH2:46]3)[n:38][cH:39][cH:40]2)[O:47]1.[ClH:61].[K+:52].[K+:53].[OH2:60].[cH:62]1[cH:63][cH:64][c:65]([P:66]([Pd:67]([P:68]([c:69]2[cH:70][cH:71][cH:72][cH:73][cH:74]2)([c:75]2[cH:76][cH:77][cH:78][cH:79][cH:80]2)[c:81]2[cH:82][cH:83][cH:84][cH:85][cH:86]2)([P:87]([c:88]2[cH:89][cH:90][cH:91][cH:92][cH:93]2)([c:94]2[cH:95][cH:96][cH:97][cH:98][cH:99]2)[c:100]2[cH:101][cH:102][cH:103][cH:104][cH:105]2)[P:106]([c:107]2[cH:108][cH:109][cH:110][cH:111][cH:112]2)([c:113]2[cH:114][cH:115][cH:116][cH:117][cH:118]2)[c:119]2[cH:120][cH:121][cH:122][cH:123][cH:124]2)([c:125]2[cH:126][cH:127][cH:128][cH:129][cH:130]2)[c:131]2[cH:132][cH:133][cH:134][cH:135][cH:136]2)[cH:137][cH:138]1>>[c:2]1(-[c:35]2[cH:36][c:37]([N:41]3[CH2:42][CH2:43][NH:44][CH2:45][CH2:46]3)[n:38][cH:39][cH:40]2)[c:3]([CH2:8][n:9]2[n:10][c:11]([CH:24]([CH3:25])[CH3:26])[c:12]([OH:23])[c:13]([C:16](=[O:17])[NH:18][CH2:19][C:20](=[O:21])[OH:22])[c:14]2=[O:15])[cH:4][cH:5][cH:6][cH:7]1. Reactants: CC(C)(C)NN, O=C1OCc2ccccc21, CCO, [Na+], [OH-], O. The product is CC(C)(C)NNC(=O)c1ccccc1CO. Reaction SMILES: [C:1]([CH3:2])([CH3:3])([CH3:4])[NH:5][NH2:6].[C:9]1(=[O:10])[O:11][CH2:12][c:13]2[cH:14][cH:15][cH:16][cH:17][c:18]21.[CH3:20][CH2:21][OH:22].[Na+:8].[OH-:7].[OH2:19]>>[C:1]([CH3:2])([CH3:3])([CH3:4])[NH:5][NH:6][C:9](=[O:10])[c:18]1[c:13]([CH2:12][OH:11])[cH:14][cH:15][cH:16][cH:17]1.